From a dataset of the Open Reaction Database (ORD), a public repository of structured organic reaction records. describe an organic reaction: reactants, conditions, products, and yield Reactants: Brc1cn(CCN2CCCCC2)nc1OCc1ccccc1, COc1ccc(B(O)O)cc1, COCCOC, [K+], [K+], [K+], O=P([O-])([O-])[O-]. The product is COc1ccc(-c2cn(CCN3CCCCC3)nc2OCc2ccccc2)cc1. Reaction SMILES: [CH2:20]([c:21]1[cH:22][cH:23][cH:24][cH:25][cH:26]1)[O:27][c:28]1[n:29][n:30]([CH2:34][CH2:35][N:36]2[CH2:37][CH2:38][CH2:39][CH2:40][CH2:41]2)[cH:31][c:32]1[Br:33].[CH3:1][O:2][c:3]1[cH:4][cH:5][c:6]([B:9]([OH:10])[OH:11])[cH:7][cH:8]1.[CH3:42][O:43][CH2:44][CH2:45][O:46][CH3:47].[K+:17].[K+:18].[K+:19].[P:12]([O-:13])([O-:14])([O-:15])=[O:16]>>[CH3:1][O:2][c:3]1[cH:4][cH:5][c:6](-[c:32]2[c:28]([O:27][CH2:20][c:21]3[cH:22][cH:23][cH:24][cH:25][cH:26]3)[n:29][n:30]([CH2:34][CH2:35][N:36]3[CH2:37][CH2:38][CH2:39][CH2:40][CH2:41]3)[cH:31]2)[cH:7][cH:8]1. Starting materials: CC(C)[C@@H](C)C=C[C@@H](C)[C@H]1CC[C@H]2C3=CC=C4C=C(C=C[C@]4(C)[C@H]3CC[C@]12C)CC(=O)[O-] (ergosta-1,3,5,7,22-pentaen-3-yl-acetate), C(C)(=O)O (Acetic acid), [Cl-].[Ca+2].[Cl-] (Calcium chloride), [BH4-].[Na+] (sodium borohydride). The solvent is C(C)OCC (diethyl ether), CO (methanol), C(C)O (ethyl alcohol). Run at temperature -10 celsius, time 30 minute. Product: CC(C)[C@@H](C)C=C[C@@H](C)[C@H]1CC[C@H]2C3=CC=C4C[C@H](C=C[C@]4(C)[C@H]3CC[C@]12C)O (ergosta-1,5,7,22-tetraen-3β-ol). Yield: 90.0%. Reaction SMILES: [Cl-].[Ca+2].[Cl-].[BH4-].[Na+].[CH3:6][CH:7]([C@H:9]([CH:11]=[CH:12][C@H:13]([C@@H:15]1[C@:32]2([CH3:33])[C@H:18]([C:19]3[C@H:29]([CH2:30][CH2:31]2)[C@:27]2([CH3:28])[C:22]([CH:23]=C(CC([O-])=O)C=[CH:26]2)=[CH:21][CH:20]=3)[CH2:17][CH2:16]1)[CH3:14])[CH3:10])[CH3:8].[C:38]([OH:41])(=O)[CH3:39]>CO.C(O)C.C(OCC)C>[CH3:8][CH:7]([C@H:9]([CH:11]=[CH:12][C@H:13]([C@@H:15]1[C@:32]2([CH3:33])[C@H:18]([C:19]3[C@H:29]([CH2:30][CH2:31]2)[C@:27]2([CH3:28])[C:22]([CH2:23][C@@H:38]([OH:41])[CH:39]=[CH:26]2)=[CH:21][CH:20]=3)[CH2:17][CH2:16]1)[CH3:14])[CH3:10])[CH3:6] |f:0.1.2,3.4|. Procedure details: Calcium chloride (15.0 g) was dissolved in methanol (150 ml) and cooled to -10° C . To a cooled solution was added dropwise while keeping at -10° C. a solution of sodium borohydride (7.5 g) in ethyl alcohol (150 ml) and the solution was stirred at the same temperature for 30 minutes. A solution of ergosta-1,3,5,7,22-pentaen-3-ylacetate (III) (5.0 g) from Example 1 in diethyl ether (100 ml) was added dropwise at a temperature between -5° and -10° C. The reaction mixture was stirred at a temperatu... Reactants: SC1=CC(=NC=C1)C(=O)OC (methyl 4-mercaptopicolinate), C[O-].[Na+] (sodium methoxide), BrC1=CN=C(S1)NC1=NC=CC(=C1)CO[Si](C)(C)C(C)(C)C (5-bromo-N-(4-((tert-butyldimethylsilyloxy)methyl)pyridine-2-yl)thiazol-2-amine), bromides, thioisocyanates, Cl (hydrochloric acid), [OH-].[Na+] (sodium hydroxide). Solvent: CN(C=O)C (N,N-dimethylformamide), CO (methanol). Run at temperature 65 celsius, time 1 hour. Product: OCC1=CC(=NC=C1)NC=1SC(=CN1)SC1=CC(=NC=C1)C(=O)O (4-(2-(4-(hydroxymethyl)pyridin-2-ylamino)thiazol-5-ylthio)picolinic acid). Yield: 50.0%. RXN SMILES: Br[C:2]1[S:6][C:5]([NH:7][C:8]2[CH:13]=[C:12]([CH2:14][O:15][Si](C(C)(C)C)(C)C)[CH:11]=[CH:10][N:9]=2)=[N:4][CH:3]=1.[SH:23][C:24]1[CH:29]=[CH:28][N:27]=[C:26]([C:30]([O:32]C)=[O:31])[CH:25]=1.C[O-].[Na+].[OH-].[Na+].Cl>CO.CN(C)C=O>[OH:15][CH2:14][C:12]1[CH:11]=[CH:10][N:9]=[C:8]([NH:7][C:5]2[S:6][C:2]([S:23][C:24]3[CH:29]=[CH:28][N:27]=[C:26]([C:30]([OH:32])=[O:31])[CH:25]=3)=[CH:3][N:4]=2)[CH:13]=1 |f:2.3,4.5|. Reported procedure: A solution of 5-bromo-N-(4-((tert-butyldimethylsilyloxy)methyl)pyridine-2-yl)thiazol-2-amine (0.907 g, 2.27 mmol, described in the synthesis of bromides or thioisocyanates, Example A) in methanol (15 mL) was treated with the previously prepared solution of methyl 4-mercaptopicolinate in N,N-dimethylformamide and sodium methoxide (1.47 mL, 25% in MeOH, 6.3 mmol). The reaction was stirred at 65° C. for 1 hour. The solvent was then evaporated and the residue was dissolved in ethyl acetate/tetrahydr... Reactants: C(C)OC(=O)C1CN(CCN1C(=O)OC(C)(C)C)CCCC1=CNC2=CC=C(C=C12)N1C=NN=C1 (4-tert-butyloxycarbonyl-1-[3-(5-(1,2,4-triazol-4-yl) -1H-indol-3-yl)propyl]piperazine-3-carboxylic acid ethyl ester), [OH-].[Na+] (NaOH), aqueous solution. Solvent: CCO (EtOH). Run at temperature 50 celsius. Yields the product C(C)(C)(C)OC(=O)N1C(CN(CC1)CCCC1=CNC2=CC=C(C=C12)N1C=NN=C1)C(=O)O (4-tert-butyloxycarbonyl -1-[3-(5-(1,2,4-triazol-4-yl)-1H-indol-3-yl)propyl]piperazine-3-carboxylic acid). RXN SMILES: C([O:3][C:4]([CH:6]1[N:11]([C:12]([O:14][C:15]([CH3:18])([CH3:17])[CH3:16])=[O:13])[CH2:10][CH2:9][N:8]([CH2:19][CH2:20][CH2:21][C:22]2[C:30]3[C:25](=[CH:26][CH:27]=[C:28]([N:31]4[CH:35]=[N:34][N:33]=[CH:32]4)[CH:29]=3)[NH:24][CH:23]=2)[CH2:7]1)=[O:5])C.[OH-].[Na+]>CCO>[C:15]([O:14][C:12]([N:11]1[CH2:10][CH2:9][N:8]([CH2:19][CH2:20][CH2:21][C:22]2[C:30]3[C:25](=[CH:26][CH:27]=[C:28]([N:31]4[CH:32]=[N:33][N:34]=[CH:35]4)[CH:29]=3)[NH:24][CH:23]=2)[CH2:7][CH:6]1[C:4]([OH:5])=[O:3])=[O:13])([CH3:18])([CH3:16])[CH3:17] |f:1.2|. Procedure: To a solution of 4-tert-butyloxycarbonyl-1-[3-(5-(1,2,4-triazol-4-yl) -1H-indol-3-yl)propyl]piperazine-3-carboxylic acid ethyl ester contaminated with a small amount of the 2-isomer (524 mg, 1.1 mmol; see Example 3, Step 2) in EtOH (10 mL) was added NaOH (0.54 mL of a 4M aqueous solution, 2.2 mmol). The mixture was heated at 50° C. for 2 h, then cooled to room temperature and evaporated lit vacuo. The residue was dissolved in water (10 mL) and neutralized using 1M hydrochloric acid. The solvent ... Reactants: C(CCC)(=O)Cl (butyryl chloride), C1(=CC=CC=C1)N1N=CC(=C1N)C#N (1-phenyl-4-cyano-5-aminopyrazole), Cl (hydrochloric acid). Solvent: N1=CC=CC=C1 (pyridine). Conditions: temperature 50 celsius. Product: C1(=CC=CC=C1)N1N=CC(=C1NC(=O)CCC)C#N (1-Phenyl-4-cyano-5-(n-propylcarbonylamino)-pyrazole). Yield: 50.0%. Reaction SMILES: [C:1](Cl)(=[O:5])[CH2:2][CH2:3][CH3:4].[C:7]1([N:13]2[C:17]([NH2:18])=[C:16]([C:19]#[N:20])[CH:15]=[N:14]2)[CH:12]=[CH:11][CH:10]=[CH:9][CH:8]=1.Cl>N1C=CC=CC=1>[C:7]1([N:13]2[C:17]([NH:18][C:1]([CH2:2][CH2:3][CH3:4])=[O:5])=[C:16]([C:19]#[N:20])[CH:15]=[N:14]2)[CH:8]=[CH:9][CH:10]=[CH:11][CH:12]=1. Reported procedure: 6.8 ml (66 mmol) of butyryl chloride were added to a solution of 5.52 g (30 mmol) of 1-phenyl-4-cyano-5-aminopyrazole [known from J. Org. Chem. 21 (1956), 1240] in 70 ml of pyridine. The mixture was heated for 15 hours at 50° C. and then poured into 500 ml of 5% strength by weight aqueous hydrochloric acid. The product was extracted from the aqueous phase with methylene chloride and then isolated in a conventional manner. Yield: 50%. Starting materials: FC1=C(C(=CC(=C1)F)F)C(C(=O)OCC)C(=O)OCC (diethyl 2-(2,4,6-trifluorophenyl)malonate), NC(=O)N (urea), [H-].[Na+] (sodium hydride). Solvent: C(C)O (ethyl alcohol). Run at temperature 80 celsius. Yields the product FC1=C(C(=CC(=C1)F)F)C=1C(=NC(=NC1O)O)O (5-(2,4,6-trifluorophenyl)pyrimidine-2,4,6-triol). As a reaction SMILES: [F:1][C:2]1[CH:7]=[C:6]([F:8])[CH:5]=[C:4]([F:9])[C:3]=1[CH:10]([C:16]([O:18]CC)=O)[C:11]([O:13]CC)=O.[NH2:21][C:22]([NH2:24])=[O:23].[H-].[Na+]>C(O)C>[F:9][C:4]1[CH:5]=[C:6]([F:8])[CH:7]=[C:2]([F:1])[C:3]=1[C:10]1[C:11]([OH:13])=[N:21][C:22]([OH:23])=[N:24][C:16]=1[OH:18] |f:2.3|. Procedure details: To a mixture of diethyl 2-(2,4,6-trifluorophenyl)malonate (580 mg, 2.0 mmol, U.S. Pat. No. 6,156,925) and urea (360 mg, 6.0 mmol) in 10 mL of ethyl alcohol at room temperature is added sodium hydride (60% in mineral oil, 160 mg, 4.0 mmol). The mixture is then heated at 80° C. for 3 days, cooled to room temperature, and partitioned between ethyl acetate and 1N hydrochloric acid. The aqueous layer is extracted with ethyl acetate, and the combined organic extracts are dried over magnesium sulfate, ... Reactants: solution, CN (methylamine), C(C)O (ethanol), C(C)N(C(C)C)C(C)C (ethyldiisopropylamine), O.ON1N=NC2=C1C=CC=C2 (1-Hydroxybenzotriazole hydrate), Cl.CN(CCCN=C=NCC)C (N-(3-Dimethylaminopropyl)-N'-ethylcarbodiimide hydrochloride), [N+](=O)([O-])C1=C(C=CC=C1)CC(=O)O ((2-Nitrophenyl)acetic acid). Run in C(C)(=O)OCC (ethyl acetate), ClCCl (dichloromethane), CN(C=O)C (N,N-dimethylformamide). Reaction conditions: temperature 0 celsius, time 15 minute. Yields the product CNC(CC1=C(C=CC=C1)[N+](=O)[O-])=O (N-methyl-2-(2-nitrophenyl)acetamide). The yield is 74.7%. Reaction SMILES: [N+:1]([C:4]1[CH:9]=[CH:8][CH:7]=[CH:6][C:5]=1[CH2:10][C:11]([OH:13])=O)([O-:3])=[O:2].O.O[N:16]1[C:20]2C=CC=CC=2N=N1.Cl.CN(C)CCCN=C=NCC.CN.C(O)C.C(N(C(C)C)C(C)C)C>CN(C)C=O.ClCCl.C(OCC)(=O)C>[CH3:20][NH:16][C:11](=[O:13])[CH2:10][C:5]1[CH:6]=[CH:7][CH:8]=[CH:9][C:4]=1[N+:1]([O-:3])=[O:2] |f:1.2,3.4|. Procedure: (2-Nitrophenyl)acetic acid (10.0 g, 55.21 mmol) was dissolved in N,N-dimethylformamide (15 ml) and dichloromethane (50 ml). 1-Hydroxybenzotriazole hydrate (7.46 g, 55.21 mmol) was added. The solution was cooled to 0° C. N-(3-Dimethylaminopropyl)-N'-ethylcarbodiimide hydrochloride (10.58 g, 55.21 mmol) was added. The solution was stirred for 15 min at 0° C. A 8.0 M solution of methylamine in ethanol (10.3 ml, 82.81 mmol) and ethyldiisopropylamine (9.55 ml, 55.21 mmol) were added successively. The... The reactants are CC1(CC(C2=CC=C(C=C12)OS(=O)(=O)C(F)(F)F)=O)C (trifluoro-methanesulfonic acid 3,3-dimethyl-1-oxo-indan-5-yl ester), ClC=1C=C(C=CC1)B(O)O (3-chlorophenyl boronic acid). Yields the product ClC=1C=C(C=CC1)C=1C=C2C(CC(C2=CC1)=O)(C)C (5-(3-chlorophenyl)-3,3-dimethylindan-1-one). Procedure details: The title compound was prepared from trifluoro-methanesulfonic acid 3,3-dimethyl-1-oxo-indan-5-yl ester and 3-chlorophenyl boronic acid according to the procedure described in example 21. MS (ES) m/z 271.1; HRMS: calcd for C17H15ClO+H+, 271.08842; found (ESI, [M+H]+), 271.0881. RXN SMILES: [CH3:1][C:2]1([CH3:20])[C:10]2[C:5](=[CH:6][CH:7]=[C:8](OS(C(F)(F)F)(=O)=O)[CH:9]=2)[C:4](=[O:19])[CH2:3]1.[Cl:21][C:22]1[CH:23]=[C:24](B(O)O)[CH:25]=[CH:26][CH:27]=1>>[Cl:21][C:22]1[CH:27]=[C:26]([C:8]2[CH:9]=[C:10]3[C:5](=[CH:6][CH:7]=2)[C:4](=[O:19])[CH2:3][C:2]3([CH3:20])[CH3:1])[CH:25]=[CH:24][CH:23]=1.